The task is: describe an organic reaction: reactants, conditions, products, and yield. This data is from the Open Reaction Database (ORD), a public repository of structured organic reaction records. The reactants are O=CCNC(OC(C)(C)C)=O (tert-butyl N-(2-oxoethyl)carbamate), C(C)(=O)O[BH-](OC(C)=O)OC(C)=O.[Na+] (sodium triacetoxyborohydride), ClC1=CC=C(C[C@@H](N)C(=O)N2C3CC(CC2CC3)N(C(=O)N(CC)CC)C3CCCCC3)C=C1 (N-[8-(4-chloro-D-phenylalanyl)-8-azabicyclo[3.2.1]oct-3-yl]-N-cyclohexyl-N′,N′-diethylurea). Run in ClCCl (dichloromethane). Conditions: time 16 hour. The product is ClC1=CC=C(C[C@H](C(=O)N2C3CC(CC2CC3)N(C(=O)N(CC)CC)C3CCCCC3)NCCNC(OC(C)(C)C)=O)C=C1 (tert-butyl (2-{[(1R)-1-(4-chlorobenzyl)-2-(3-{cyclohexyl[(diethylamino)carbonyl]amino}-8-azabicyclo[3.2.1]oct-8-yl)-2-oxoethyl]amino}ethyl)carbamate). Isolated yield 45.1%. As a reaction SMILES: [Cl:1][C:2]1[CH:34]=[CH:33][C:5]([CH2:6][C@H:7]([C:9]([N:11]2[CH:16]3[CH2:17][CH2:18][CH:12]2[CH2:13][CH:14]([N:19]([CH:27]2[CH2:32][CH2:31][CH2:30][CH2:29][CH2:28]2)[C:20]([N:22]([CH2:25][CH3:26])[CH2:23][CH3:24])=[O:21])[CH2:15]3)=[O:10])[NH2:8])=[CH:4][CH:3]=1.O=[CH:36][CH2:37][NH:38][C:39](=[O:45])[O:40][C:41]([CH3:44])([CH3:43])[CH3:42].C(O[BH-](OC(=O)C)OC(=O)C)(=O)C.[Na+]>ClCCl>[Cl:1][C:2]1[CH:3]=[CH:4][C:5]([CH2:6][C@@H:7]([NH:8][CH2:36][CH2:37][NH:38][C:39](=[O:45])[O:40][C:41]([CH3:44])([CH3:43])[CH3:42])[C:9]([N:11]2[CH:16]3[CH2:17][CH2:18][CH:12]2[CH2:13][CH:14]([N:19]([CH:27]2[CH2:28][CH2:29][CH2:30][CH2:31][CH2:32]2)[C:20]([N:22]([CH2:23][CH3:24])[CH2:25][CH3:26])=[O:21])[CH2:15]3)=[O:10])=[CH:33][CH:34]=1 |f:2.3|. Reported procedure: 0.24 g of the N-[8-(4-chloro-D-phenylalanyl)-8-azabicyclo[3.2.1]oct-3-yl]-N-cyclohexyl-N′,N′-diethylurea endo compound, obtained in step 1.5, is dissolved in 5 ml of dichloromethane under N2 in the presence of 0.10 g of tert-butyl N-(2-oxoethyl)carbamate and of 0.22 g of sodium triacetoxyborohydride. The reaction medium is stirred at ambient temperature for 16 h. After evaporation to dryness, 0.05 g of tert-butyl N-(2-oxoethyl)carbamate and 0.1 g of sodium triacetoxyborohydride are added, and st... The reactants are BrB(Br)Br, CCSCC(O)(C(Nc1cccc2nc(C)ccc12)c1ccc(OC)c(F)c1Cl)C(F)(F)F, ClCCl. Yields the product CCSCC(O)(C(Nc1cccc2nc(C)ccc12)c1ccc(O)c(F)c1Cl)C(F)(F)F. RXN SMILES: [B:34]([Br:35])([Br:36])[Br:37].[Cl:1][c:2]1[c:3]([CH:11]([C:12]([OH:13])([C:14]([F:15])([F:16])[F:17])[CH2:18][S:19][CH2:20][CH3:21])[NH:22][c:23]2[c:24]3[cH:25][cH:26][c:27]([CH3:33])[n:28][c:29]3[cH:30][cH:31][cH:32]2)[cH:4][cH:5][c:6]([O:9][CH3:10])[c:7]1[F:8].[Cl:38][CH2:39][Cl:40]>>[Cl:1][c:2]1[c:3]([CH:11]([C:12]([OH:13])([C:14]([F:15])([F:16])[F:17])[CH2:18][S:19][CH2:20][CH3:21])[NH:22][c:23]2[c:24]3[cH:25][cH:26][c:27]([CH3:33])[n:28][c:29]3[cH:30][cH:31][cH:32]2)[cH:4][cH:5][c:6]([OH:9])[c:7]1[F:8]. The reactants are CCCCCCCCCCCCCCO, ClCCl, O=[Cr](=O)([O-])Cl, c1cc[nH+]cc1. Yields the product CCCCCCCCCCCCCC=O. Reaction SMILES: [CH2:12]([CH2:13][CH2:14][CH2:15][CH2:16][CH2:17][CH2:18][CH2:19][CH2:20][CH2:21][CH2:22][CH2:23][CH2:24][CH3:25])[OH:26].[CH2:27]([Cl:28])[Cl:29].[O:1]=[Cr:2]([Cl:3])([O-:4])=[O:5].[nH+:6]1[cH:7][cH:8][cH:9][cH:10][cH:11]1>>[CH:12]([CH2:13][CH2:14][CH2:15][CH2:16][CH2:17][CH2:18][CH2:19][CH2:20][CH2:21][CH2:22][CH2:23][CH2:24][CH3:25])=[O:26]. Reactants: CC1=C(N=CN1)CSCCN (2-(5-methyl-4-imidazolylmethylthio)ethylamine), [N+](=O)([O-])NC1=NC=C(C(N1)=O)CC1=CC=C(C=C1)CN(C)C (2-nitroamino-5-(4-dimethylaminomethylbenzyl)-4-pyrimidone). Run in C(C)O (ethanol). Yields the product CC1=C(N=CN1)CSCCNC1=NC=C(C(N1)=O)CC1=CC=C(C=C1)CN(C)C (2-[2-(5-methyl-4-imidazolylmethylthio)ethylamino]-5-(4-dimethylaminomethylbenzyl)-4-pyrimidone). As a reaction SMILES: [CH3:1][C:2]1[NH:6][CH:5]=[N:4][C:3]=1[CH2:7][S:8][CH2:9][CH2:10][NH2:11].[N+](N[C:16]1[NH:21][C:20](=[O:22])[C:19]([CH2:23][C:24]2[CH:29]=[CH:28][C:27]([CH2:30][N:31]([CH3:33])[CH3:32])=[CH:26][CH:25]=2)=[CH:18][N:17]=1)([O-])=O>C(O)C>[CH3:1][C:2]1[NH:6][CH:5]=[N:4][C:3]=1[CH2:7][S:8][CH2:9][CH2:10][NH:11][C:16]1[NH:21][C:20](=[O:22])[C:19]([CH2:23][C:24]2[CH:29]=[CH:28][C:27]([CH2:30][N:31]([CH3:32])[CH3:33])=[CH:26][CH:25]=2)=[CH:18][N:17]=1. Procedure: A mixture of 2-(5-methyl-4-imidazolylmethylthio)ethylamine (1.37 g) and 2-nitroamino-5-(4-dimethylaminomethylbenzyl)-4-pyrimidone (2.27 g) in ethanol (12 ml) was heated under reflux for 24 hr. The ethanol was evaporated at reduced pressure giving 2-[2-(5-methyl-4-imidazolylmethylthio)ethylamino]-5-(4-dimethylaminomethylbenzyl)-4-pyrimidone which was washed by mixing it with water, warming the mixture, allowing it to cool over about 16 hr. and decanting the water. The residue was reacted with eth... Starting materials: C1(=CC=CC=C1)C(C1=CC=CC=C1)(C1=CC=CC=C1)NC1C(NC1SCC#CC1=CC=CC=C1)=O (3-(Triphenylmethylamino)-4-(3-phenylprop-2-ynylthio) azetidin-2-one), C(C=O)(=O)OC (methyl glyoxylate), O (water). Run in C1=CC=CC=C1 (benzene). The product is OC(C(=O)OC)N1C(C(C1SCC#CC1=CC=CC=C1)NC(C1=CC=CC=C1)(C1=CC=CC=C1)C1=CC=CC=C1)=O (1-(1-hydroxy-1-methoxycarbonylmethyl)-3-(triphenyl methylamino)-4-(3-phenylprop-2-ynylthio)azetidin-2-one). Isolated yield 64.0%. RXN SMILES: [C:1]1([C:7]([NH:20][CH:21]2[CH:24]([S:25][CH2:26][C:27]#[C:28][C:29]3[CH:34]=[CH:33][CH:32]=[CH:31][CH:30]=3)[NH:23][C:22]2=[O:35])([C:14]2[CH:19]=[CH:18][CH:17]=[CH:16][CH:15]=2)[C:8]2[CH:13]=[CH:12][CH:11]=[CH:10][CH:9]=2)[CH:6]=[CH:5][CH:4]=[CH:3][CH:2]=1.[C:36]([O:40][CH3:41])(=[O:39])[CH:37]=[O:38].O>C1C=CC=CC=1>[OH:38][CH:37]([N:23]1[CH:24]([S:25][CH2:26][C:27]#[C:28][C:29]2[CH:30]=[CH:31][CH:32]=[CH:33][CH:34]=2)[CH:21]([NH:20][C:7]([C:14]2[CH:19]=[CH:18][CH:17]=[CH:16][CH:15]=2)([C:1]2[CH:6]=[CH:5][CH:4]=[CH:3][CH:2]=2)[C:8]2[CH:13]=[CH:12][CH:11]=[CH:10][CH:9]=2)[C:22]1=[O:35])[C:36]([O:40][CH3:41])=[O:39]. Reported procedure: 3-(Triphenylmethylamino)-4-(3-phenylprop-2-ynylthio) azetidin-2-one (526mg) and methyl glyoxylate (1.17g) were refluxed in dry benzene (25ml) with provision for the removal of water. After 11/2 hours the solvent was evaporated and the residue was chromatographed on silica to give 1-(1-hydroxy-1-methoxycarbonylmethyl)-3-(triphenyl methylamino)-4-(3-phenylprop-2-ynylthio)azetidin-2-one as an amorphous solid (399 mg). Starting materials: BrCC(=O)OC (methyl 2-bromoacetate), C(C)(=O)[O-].[Na+] (sodium acetate), C(C)(C)C1=C(C=C(C=C1)C)NC(=S)N (1-(2-isopropyl-5-methylphenyl)thiourea), C([O-])([O-])=O.[Cs+].[Cs+] (cesium carbonate), FC(OC1=CC=C(C=C1)N1N=C(N=C1)C1=CC=C(C=C1)C[C@@H](C)N)(F)F ((R)-1-(4-(1-(4-(trifluoromethoxy)phenyl)-1H-1,2,4-triazol-3-yl)phenyl)propan-2-amine), C([O-])(O)=O.[Na+] (sodium bicarbonate), ClC(Cl)(OC(OC(Cl)(Cl)Cl)=O)Cl (triphosgene), C(C)(C)C1=C(C=C(C=C1)C)NC(=S)N (1-(2-isopropyl-5-methylphenyl)thiourea), C([O-])([O-])=O.[Cs+].[Cs+] (cesium carbonate). The solvent is O (water), C(C)O (Ethanol), ClCCl.O (dichloromethane water). Run at time 8 hour. Yields the product C(C)(C)C1=C(C=C(C=C1)C)N1/C(/SCC1=O)=N/C(=O)N[C@@H](CC1=CC=C(C=C1)C1=NN(C=N1)C1=CC=C(C=C1)OC(F)(F)F)C ((R,Z)-1-(3-(2-isopropyl-5-methylphenyl)-4-oxothiazolidin-2-ylidene)-3-(1-(4-(1-(4-(trifluoromethoxy)phenyl)-1H-1,2,4-triazol-3-yl)phenyl)propan-2-yl)urea). The yield is 19.1%. As a reaction SMILES: [F:1][C:2]([F:26])([F:25])[O:3][C:4]1[CH:9]=[CH:8][C:7]([N:10]2[CH:14]=[N:13][C:12]([C:15]3[CH:20]=[CH:19][C:18]([CH2:21][C@H:22]([NH2:24])[CH3:23])=[CH:17][CH:16]=3)=[N:11]2)=[CH:6][CH:5]=1.[C:27](=[O:30])(O)[O-].[Na+].ClC(Cl)(OC(=O)OC(Cl)(Cl)Cl)Cl.[CH:44]([C:47]1[CH:52]=[CH:51][C:50]([CH3:53])=[CH:49][C:48]=1[NH:54][C:55]([NH2:57])=[S:56])([CH3:46])[CH3:45].C(=O)([O-])[O-].[Cs+].[Cs+].Br[CH2:65][C:66](OC)=[O:67].C([O-])(=O)C.[Na+]>ClCCl.O.O.C(O)C>[CH:44]([C:47]1[CH:52]=[CH:51][C:50]([CH3:53])=[CH:49][C:48]=1[N:54]1[C:66](=[O:67])[CH2:65][S:56]/[C:55]/1=[N:57]\[C:27]([NH:24][C@H:22]([CH3:23])[CH2:21][C:18]1[CH:19]=[CH:20][C:15]([C:12]2[N:13]=[CH:14][N:10]([C:7]3[CH:6]=[CH:5][C:4]([O:3][C:2]([F:1])([F:25])[F:26])=[CH:9][CH:8]=3)[N:11]=2)=[CH:16][CH:17]=1)=[O:30])([CH3:46])[CH3:45] |f:1.2,5.6.7,9.10,11.12|. Procedure details: To (R)-1-(4-(1-(4-(trifluoromethoxy)phenyl)-1H-1,2,4-triazol-3-yl)phenyl)propan-2-amine (CB61) (0.12 g, 0.32 mmol) and sodium bicarbonate (0.10 g, 1.2 mmol) in dichloromethane/water (2:1, 3.1 mL) in an ice bath was added triphosgene (0.052 g, 0.18 mmol). The reaction was quenched with few drops of water and diluted with dichloromethane. The reaction mixture was filtered through phase separator and concentrated. The residue was dissolved in acetonitrile (2 mL) and 1-(2-isopropyl-5-methylphenyl)th...